From a dataset of the Open Reaction Database (ORD), a public repository of structured organic reaction records. describe an organic reaction: reactants, conditions, products, and yield Starting materials: solution, Br (hydrogen bromide), C(C)(=O)O (acetic acid), OC(CCCCCCN1C(=O)N(C=2N=CN(C2C1=O)C)C)CO (1-(7,8-dihydroxyoctyl)-3,7-dimethylxanthine), C([O-])(O)=O.[Na+] (sodium bicarbonate). The solvent is ClCCl (dichloromethane). Run at time 10 minute. Yields the product C(C)(=O)OC(CCCCCCN1C(=O)N(C=2N=CN(C2C1=O)C)C)CBr (1-(7-acetoxy-8-bromooctyl)-3,7-dimethylxanthine). The yield is 94.0%. Reaction SMILES: [OH:1][CH:2]([CH2:22]O)[CH2:3][CH2:4][CH2:5][CH2:6][CH2:7][CH2:8][N:9]1[C:18](=[O:19])[C:17]2[N:16]([CH3:20])[CH:15]=[N:14][C:13]=2[N:12]([CH3:21])[C:10]1=[O:11].[BrH:24].[C:25]([OH:28])(=O)[CH3:26].C(=O)(O)[O-].[Na+]>ClCCl>[C:25]([O:1][CH:2]([CH2:22][Br:24])[CH2:3][CH2:4][CH2:5][CH2:6][CH2:7][CH2:8][N:9]1[C:18](=[O:19])[C:17]2[N:16]([CH3:20])[CH:15]=[N:14][C:13]=2[N:12]([CH3:21])[C:10]1=[O:11])(=[O:28])[CH3:26] |f:3.4|. Reported procedure: A mixture of 1-(7,8-dihydroxyoctyl)-3,7-dimethylxanthine, prepared as described above, (2.11 g, 6 mmol) was stirred with a 30% solution of hydrogen bromide in acetic acid (3.58 mL, 18 mmol) for 90 minutes. The mixture was then added to a flask containing aqueous sodium bicarbonate solution (4 g in 50 mL) and dichloromethane (30 mL). After 10 minutes of vigorous stirring the layers were separated and the aqueous portion was washed with dichloromethane (2×50 mL). The combined organic portions were... The reactants are C1(CC1)C=1N=CC(=NC1OCC1CC1)C(=O)O (5-cyclopropyl-6-cyclopropylmethoxy-pyrazine-2-carboxylic acid), Cl.N[C@H](C(=O)NC)CC1CC1 ((S)-2-amino-3-cyclopropyl-N-methyl-propionamide hydrochloride). Product: C1(CC1)C[C@@H](C(NC)=O)NC(=O)C1=NC(=C(N=C1)C1CC1)OCC1CC1 (5-Cyclopropyl-6-cyclopropylmethoxy-pyrazine-2-carboxylic acid ((S)-2-cyclopropyl-1-methylcarbamoyl-ethyl)-amide). RXN SMILES: [CH:1]1([C:4]2[N:5]=[CH:6][C:7]([C:15]([OH:17])=O)=[N:8][C:9]=2[O:10][CH2:11][CH:12]2[CH2:14][CH2:13]2)[CH2:3][CH2:2]1.Cl.[NH2:19][C@@H:20]([CH2:25][CH:26]1[CH2:28][CH2:27]1)[C:21]([NH:23][CH3:24])=[O:22]>>[CH:26]1([CH2:25][C@H:20]([NH:19][C:15]([C:7]2[CH:6]=[N:5][C:4]([CH:1]3[CH2:2][CH2:3]3)=[C:9]([O:10][CH2:11][CH:12]3[CH2:13][CH2:14]3)[N:8]=2)=[O:17])[C:21](=[O:22])[NH:23][CH3:24])[CH2:28][CH2:27]1 |f:1.2|. Procedure: The title compound was synthesized in analogy to Example 6, using 5-cyclopropyl-6-cyclopropylmethoxy-pyrazine-2-carboxylic acid (Example 10 g) and (S)-2-amino-3-cyclopropyl-N-methyl-propionamide hydrochloride (1:1) (Example 24b) as starting materials, and isolated (77 mg, 89%) as light yellow oil; LC-MS (UV peak area, ESI) 100%, 359.2081 (M+H). Reactants: FC=1C=C(O[C@@H]2CN(CC2)C(CCC(C(=O)N)(C2=CC=CC=C2)C2=CC=CC=C2)(C)C)C=C(C1)OC (5-[(3S)-3-(3-Fluoro-5-Methoxy-phenoxy)-pyrrolidin-1-yl]-5-methyl-2,2-diphenyl-hexanoic acid amide), B(Br)(Br)Br (boron tribromide). Conditions: time 2 hour. Product: FC=1C=C(O[C@@H]2CN(CC2)C(CCC(C(=O)N)(C2=CC=CC=C2)C2=CC=CC=C2)(C)C)C=C(C1)O (5-[(3S)-3-(3-Fluoro-5-Hydroxy-phenoxy)-pyrrolidin-1-yl]-5-methyl-2,2-diphenyl-hexanoic acid amide), N (ammonia). As a reaction SMILES: [F:1][C:2]1[CH:3]=[C:4]([CH:32]=[C:33]([O:35]C)[CH:34]=1)[O:5][C@H:6]1[CH2:10][CH2:9][N:8]([C:11]([CH3:31])([CH3:30])[CH2:12][CH2:13][C:14]([C:24]2[CH:29]=[CH:28][CH:27]=[CH:26][CH:25]=2)([C:18]2[CH:23]=[CH:22][CH:21]=[CH:20][CH:19]=2)[C:15]([NH2:17])=[O:16])[CH2:7]1.B(Br)(Br)Br>>[F:1][C:2]1[CH:3]=[C:4]([CH:32]=[C:33]([OH:35])[CH:34]=1)[O:5][C@H:6]1[CH2:10][CH2:9][N:8]([C:11]([CH3:30])([CH3:31])[CH2:12][CH2:13][C:14]([C:18]2[CH:23]=[CH:22][CH:21]=[CH:20][CH:19]=2)([C:24]2[CH:29]=[CH:28][CH:27]=[CH:26][CH:25]=2)[C:15]([NH2:17])=[O:16])[CH2:7]1.[NH3:8]. Reported procedure: The title compound was prepared from the product of example 45, using the same method as that described for example 34, with the addition of further boron tribromide (1M in dichloromethane, 4 eq) after 3 hours, and subsequent stirring for 2 hrs. Crude material was purified by column chromatography on silica gel, eluting with ethyl acetate:methanol:0.88 ammonia, 98:2:0.2 to 94:6:0.6 to afford a white foam in 35% yield. Reactants: C([O-])([O-])=O.[Na+].[Na+] (sodium carbonate), ClC1=NC=CC(=N1)Cl (2,4-dichloro-pyrimidine), O1CCOCC1 (dioxane), OC1=C(C=CC=C1C)B(O)O (2-hydroxy-3-methyl-phenyl boronic acid). The reagents and catalysts are C=1C=CC(=CC1)[P](C=2C=CC=CC2)(C=3C=CC=CC3)[Pd]([P](C=4C=CC=CC4)(C=5C=CC=CC5)C=6C=CC=CC6)([P](C=7C=CC=CC7)(C=8C=CC=CC8)C=9C=CC=CC9)[P](C=1C=CC=CC1)(C=1C=CC=CC1)C=1C=CC=CC1 (tetrakis(triphenylphosphine)palladium). The solvent is O (water). Reaction conditions: temperature 100 celsius. Yields the product ClC1=NC=CC(=N1)C1=C(C(=CC=C1)C)O (2-(2-Chloro-pyrimidin-4-yl)-6-methyl-phenol). RXN SMILES: [Cl:1][C:2]1[N:7]=[C:6](Cl)[CH:5]=[CH:4][N:3]=1.O1CCOCC1.[OH:15][C:16]1[C:21]([CH3:22])=[CH:20][CH:19]=[CH:18][C:17]=1B(O)O.C(=O)([O-])[O-].[Na+].[Na+]>C1C=CC([P]([Pd]([P](C2C=CC=CC=2)(C2C=CC=CC=2)C2C=CC=CC=2)([P](C2C=CC=CC=2)(C2C=CC=CC=2)C2C=CC=CC=2)[P](C2C=CC=CC=2)(C2C=CC=CC=2)C2C=CC=CC=2)(C2C=CC=CC=2)C2C=CC=CC=2)=CC=1.O>[Cl:1][C:2]1[N:7]=[C:6]([C:17]2[CH:18]=[CH:19][CH:20]=[C:21]([CH3:22])[C:16]=2[OH:15])[CH:5]=[CH:4][N:3]=1 |f:3.4.5,^1:35,37,56,75|. Reported procedure: To a solution of 3.0 g (20 mmol) of 2,4-dichloro-pyrimidine in a 10:1 mixture of dioxane:water (220 mL) is added 3.3 g (22 mmol) of 2-hydroxy-3-methyl-phenyl boronic acid followed by 6.0 g (57 mmol) of sodium carbonate. Argon is bubbled through the solution for 15 min then 2.4 g (2.1 mmol) of tetrakis(triphenylphosphine)palladium (0) is added. The reaction is heated overnight at 100° C. then cooled to ambient temperature and filtered through diatomaceous earth. The filter pad is washed with EtOA...